describe an organic reaction: reactants, conditions, products, and yield From a dataset of the Open Reaction Database (ORD), a public repository of structured organic reaction records. Reactants: CCOC(=O)C (EtOAc), COC(=O)C=1C(=C2C=C(C(N(C2=C(N1)Br)CC1=CC=CC=C1)=O)C1=CC(=CC=C1)C(F)(F)F)O (1-benzyl-8-bromo-5-hydroxy-2-oxo-3-(3-trifluoromethyl-phenyl)-1,2-dihydro-[1,7]naphthyridine-6-carboxylic acid methyl ester), C(CCC)[Sn](C=1C=NC=CC1)(CCCC)CCCC (3-tributylstannanyl-pyridine), Cl (HCl). The reagents and catalysts are Cl[Pd]([P](C1=CC=CC=C1)(C2=CC=CC=C2)C3=CC=CC=C3)([P](C4=CC=CC=C4)(C5=CC=CC=C5)C6=CC=CC=C6)Cl (PdCl2(PPh3)2). The solvent is O (water), CN(C)C=O (DMF). Reaction conditions: temperature 120 celsius. Product: COC(=O)C=1C(=C2C=C(C(N(C2=C(N1)C=1C=NC=CC1)CC1=CC=CC=C1)=O)C1=CC(=CC=C1)C(F)(F)F)O (1-Benzyl-5-hydroxy-2-oxo-8-pyridin-3-yl-3-(3-trifluoromethyl-phenyl)-1,2-dihydro-[1,7]naphthyridine-6-carboxylic acid methyl ester). Isolated yield 39.0%. RXN SMILES: [CH3:1][O:2][C:3]([C:5]1[C:6]([OH:34])=[C:7]2[C:12](=[C:13](Br)[N:14]=1)[N:11]([CH2:16][C:17]1[CH:22]=[CH:21][CH:20]=[CH:19][CH:18]=1)[C:10](=[O:23])[C:9]([C:24]1[CH:29]=[CH:28][CH:27]=[C:26]([C:30]([F:33])([F:32])[F:31])[CH:25]=1)=[CH:8]2)=[O:4].C([Sn](CCCC)(CCCC)[C:40]1[CH:41]=[N:42][CH:43]=[CH:44][CH:45]=1)CCC.CCOC(C)=O.Cl>CN(C=O)C.Cl[Pd](Cl)([P](C1C=CC=CC=1)(C1C=CC=CC=1)C1C=CC=CC=1)[P](C1C=CC=CC=1)(C1C=CC=CC=1)C1C=CC=CC=1.O>[CH3:1][O:2][C:3]([C:5]1[C:6]([OH:34])=[C:7]2[C:12](=[C:13]([C:40]3[CH:41]=[N:42][CH:43]=[CH:44][CH:45]=3)[N:14]=1)[N:11]([CH2:16][C:17]1[CH:22]=[CH:21][CH:20]=[CH:19][CH:18]=1)[C:10](=[O:23])[C:9]([C:24]1[CH:29]=[CH:28][CH:27]=[C:26]([C:30]([F:33])([F:32])[F:31])[CH:25]=1)=[CH:8]2)=[O:4] |^1:68,87|. Reported procedure: A mixture of 1-benzyl-8-bromo-5-hydroxy-2-oxo-3-(3-trifluoromethyl-phenyl)-1,2-dihydro-[1,7]naphthyridine-6-carboxylic acid methyl ester (76 mg, 0.14 mmol), 3-tributylstannanyl-pyridine (0.070 mL, 0.21 mmol) and PdCl2(PPh3)2 (20 mg, 0.029 mmol) in 4 mL of DMF was heated at 120° C. for 2 h under nitrogen atmosphere. After the mixture was cooled to r.t., EtOAc and water were added. 1 M HCl was added until pH was about 3. The aqueous layer was extracted with additional EtOAc, and the combined organ... Yields the product [N+](=O)([O-])C=1C=C(C=CC1)C1=C(C=C(N=N1)NNC(=O)OCC)C (ethyl 3-[6-(m-nitrophenyl)-5-methyl-3-pyridazinyl]carbazate). The solvent is C(CCC)O (butyl alcohol). Starting materials: [N+](=O)([O-])C=1C=C(C=CC1)C1=C(C=C(N=N1)Cl)C (6-(m-nitrophenyl)-5-methyl-3-chloropyridazine), C(NN)(=O)OCC (ethyl carbazate). As a reaction SMILES: [N+:1]([C:4]1[CH:5]=[C:6]([C:10]2[N:15]=[N:14][C:13](Cl)=[CH:12][C:11]=2[CH3:17])[CH:7]=[CH:8][CH:9]=1)([O-:3])=[O:2].[C:18]([O:22][CH2:23][CH3:24])(=[O:21])[NH:19][NH2:20]>C(O)CCC>[N+:1]([C:4]1[CH:5]=[C:6]([C:10]2[N:15]=[N:14][C:13]([NH:20][NH:19][C:18]([O:22][CH2:23][CH3:24])=[O:21])=[CH:12][C:11]=2[CH3:17])[CH:7]=[CH:8][CH:9]=1)([O-:3])=[O:2]. Reported procedure: A 2.49 g. portion of 6-(m-nitrophenyl)-5-methyl-3-chloropyridazine and 2.18 g. of ethyl carbazate in 50 ml. of butyl alcohol are stirred at reflux for 4 hours. The reaction mixture is concentrated free of solvent and the concentrate is shaken with ether and water. The resulting solid is recovered by filtration, washed with water and ether and dried, yielding ethyl 3-[6-(m-nitrophenyl)-5-methyl-3-pyridazinyl]carbazate as a cream colored solid, m.p. 186°-187° C.